Dataset: the Open Reaction Database (ORD), a public repository of structured organic reaction records. Task: describe an organic reaction: reactants, conditions, products, and yield The reactants are N[C@H](C(=O)O)C(C)(C)C ((S)-2-amino-3,3-dimethylbutanoic acid), C(=O)([O-])[O-].[K+].[K+] (K2CO3), BrC1=CC(=CC(=C1)C(F)(F)F)F (1-bromo-3-fluoro-5-(trifluoromethyl)benzene), OS(=O)(=O)[O-].[K+] (KHSO4). The reagents and catalysts are [Cu]I (copper(I) iodide). The solvent is CC(=O)N(C)C (DMA), C(C)OCC (ethyl ether), O (H2O). Product: FC=1C=C(C=C(C1)C(F)(F)F)N[C@H](C(=O)O)C(C)(C)C ((S)-2-(3-fluoro-5-(trifluoromethyl)phenylamino)-3,3-dimethylbutanoic acid). Isolated yield 69.8%. Reaction SMILES: [NH2:1][C@@H:2]([C:6]([CH3:9])([CH3:8])[CH3:7])[C:3]([OH:5])=[O:4].C([O-])([O-])=O.[K+].[K+].Br[C:17]1[CH:22]=[C:21]([C:23]([F:26])([F:25])[F:24])[CH:20]=[C:19]([F:27])[CH:18]=1.OS([O-])(=O)=O.[K+]>CC(N(C)C)=O.[Cu]I.C(OCC)C.O>[F:27][C:19]1[CH:18]=[C:17]([NH:1][C@@H:2]([C:6]([CH3:9])([CH3:8])[CH3:7])[C:3]([OH:5])=[O:4])[CH:22]=[C:21]([C:23]([F:24])([F:25])[F:26])[CH:20]=1 |f:1.2.3,5.6|. Reported procedure: (S)-2-amino-3,3-dimethylbutanoic acid (0.50 g, 3.81 mmol), K2CO3 (1.580 g, 11.44 mmol), copper(I) iodide (0.073 g, 0.38 mmol) and 1-bromo-3-fluoro-5-(trifluoromethyl)benzene (2.32 g, 9.53 mmol) in DMA (4 mL) was heated at 95° C. for 32 hrs. H2O (15 mL) and ethyl ether (20 ml) was added. The aqueous phase was isolated and acidified with saturated KHSO4 solution, extracted with ether, dried over sodium sulfate. After removal of solvent, it gave (S)-2-(3-fluoro-5-(trifluoromethyl)phenylamino)-3,3-d...